This data is from the Open Reaction Database (ORD), a public repository of structured organic reaction records. The task is: describe an organic reaction: reactants, conditions, products, and yield The reactants are COc1ccc(C(=O)Cl)cc1OCc1ccccc1, Cl, NCCCC(=O)O, [Na+], C1CCOC1, [OH-], O. Product: COc1ccc(C(=O)NCCCC(=O)O)cc1OCc1ccccc1. RXN SMILES: [CH2:1]([c:2]1[cH:3][cH:4][cH:5][cH:6][cH:7]1)[O:8][c:9]1[cH:10][c:11]([C:12](=[O:13])[Cl:14])[cH:15][cH:16][c:17]1[O:18][CH3:19].[ClH:29].[NH2:20][CH2:21][CH2:22][CH2:23][C:24](=[O:25])[OH:26].[Na+:28].[O:30]1[CH2:31][CH2:32][CH2:33][CH2:34]1.[OH-:27].[OH2:35]>>[CH2:1]([c:2]1[cH:3][cH:4][cH:5][cH:6][cH:7]1)[O:8][c:9]1[cH:10][c:11]([C:12](=[O:13])[NH:20][CH2:21][CH2:22][CH2:23][C:24](=[O:25])[OH:26])[cH:15][cH:16][c:17]1[O:18][CH3:19]. The reactants are COc1ccc2c(c1)C(=O)C(=O)N2, CN(C)C=O, CC(C)N(CCCl)C(C)C, Cl, [H-], [Na+]. The product is COc1ccc2c(c1)C(=O)C(=O)N2CCN(C(C)C)C(C)C. As a reaction SMILES: [CH3:1][O:2][c:3]1[cH:4][c:5]2[c:9]([cH:10][cH:11]1)[NH:8][C:7](=[O:12])[C:6]2=[O:13].[CH3:27][N:28]([CH3:29])[CH:30]=[O:31].[CH:15]([CH3:16])([CH3:17])[N:18]([CH2:19][CH2:20][Cl:21])[CH:22]([CH3:23])[CH3:24].[ClH:14].[H-:25].[Na+:26]>>[CH3:1][O:2][c:3]1[cH:4][c:5]2[c:9]([cH:10][cH:11]1)[N:8]([CH2:20][CH2:19][N:18]([CH:15]([CH3:16])[CH3:17])[CH:22]([CH3:23])[CH3:24])[C:7](=[O:12])[C:6]2=[O:13].